This data is from the Open Reaction Database (ORD), a public repository of structured organic reaction records. The task is: describe an organic reaction: reactants, conditions, products, and yield Starting materials: Cl.C(C1=CC=CC=C1)OC=1C=C2C=CC(=CC2=CC1)C(C(CN1CCCCC1)C)=O (6'-benzyloxy-2-methyl-3-piperidino-2'-propionaphthonehydrochloride), Cl (hydrochloric acid), C([O-])(O)=O.[Na+] (sodium bicarbonate). Solvent: C(C)(=O)O (acetic acid). Reaction conditions: temperature 90 celsius. Yields the product Cl.OC=1C=C2C=CC(=CC2=CC1)C(C(CN1CCCCC1)C)=O (6'-hydroxy-2-methyl-3-piperidino-2'-propionaphthone hydrochloride). Isolated yield 38.5%. As a reaction SMILES: [ClH:1].C([O:9][C:10]1[CH:11]=[C:12]2[C:17](=[CH:18][CH:19]=1)[CH:16]=[C:15]([C:20](=[O:30])[CH:21]([CH3:29])[CH2:22][N:23]1[CH2:28][CH2:27][CH2:26][CH2:25][CH2:24]1)[CH:14]=[CH:13]2)C1C=CC=CC=1.Cl.C(=O)(O)[O-].[Na+]>C(O)(=O)C>[ClH:1].[OH:9][C:10]1[CH:11]=[C:12]2[C:17](=[CH:18][CH:19]=1)[CH:16]=[C:15]([C:20](=[O:30])[CH:21]([CH3:29])[CH2:22][N:23]1[CH2:28][CH2:27][CH2:26][CH2:25][CH2:24]1)[CH:14]=[CH:13]2 |f:0.1,3.4,6.7|. Reported procedure: A mixture of 3.3 g of 6'-benzyloxy-2-methyl-3-piperidino-2'-propionaphthonehydrochloride, 5 ml of concentrated hydrochloric acid and 40 ml of acetic acid was agitated under heating at 90° C. for 6 hours. Aqueous solution of sodium bicarbonate was added thereto, and the mixture was extracted with ether-ethyl acetate (2:1). After washing with water, 1% hydrochloric acid was added to move the object product to aqueous phase. It was washed with ether-ethyl acetate and made to be alkaline by aqueous ... The reactants are FC=1C=C(C(=O)N2CCN(CC2)C(=O)OC(C)(C)C)C=CC1C (tert-butyl 4-(3-fluoro-4-methylbenzoyl)piperazine-1-carboxylate), Cl.CCOC(=O)C (HCl EtOAc). Run at time 20 hour. Product: Cl.FC=1C=C(C=CC1C)C(=O)N1CCNCC1 ((3-fluoro-4-methylphenyl)(piperazin-1-yl)methanone hydrochloride). RXN SMILES: [F:1][C:2]1[CH:3]=[C:4]([CH:20]=[CH:21][C:22]=1[CH3:23])[C:5]([N:7]1[CH2:12][CH2:11][N:10](C(OC(C)(C)C)=O)[CH2:9][CH2:8]1)=[O:6].[ClH:24].CCOC(C)=O>>[ClH:24].[F:1][C:2]1[CH:3]=[C:4]([C:5]([N:7]2[CH2:8][CH2:9][NH:10][CH2:11][CH2:12]2)=[O:6])[CH:20]=[CH:21][C:22]=1[CH3:23] |f:1.2,3.4|. Procedure details: A mixture of tert-butyl 4-(3-fluoro-4-methylbenzoyl)piperazine-1-carboxylate (3.14 g, 9.74 mmol) and 4 M HCl-EtOAc was stirred at rt for 20 h. After removing the solvent, the residue was suspended in EtOAc, and the white precipitate was collected by filtration to give 1.97 g (78% yields) of the title compound as a white solid. The reactants are [Si](C)(C)(C(C)(C)C)O[C@@H]1CN(CC1)CC1=CC=C(C=C1)C1=CC2=NC=CC(=C2S1)OC1=C(C=C(C=C1)NC(=S)NC(CC1=CC=CC=C1)=O)F ((S)—N-(4-(2-(4-((3-(tert-Butyldimethylsilyloxy)pyrrolidin-1-yl)methyl)phenyl)thieno[3,2-b]pyridin-7-yloxy)-3-fluorophenylcarbamothioyl)-2-phenylacetamide). The reagents and catalysts are Cl (HCl). Run in CC#N.CO (CH3CN MeOH). Conditions: time 2 hour. Yields the product FC=1C=C(C=CC1OC1=C2C(=NC=C1)C=C(S2)C2=CC=C(C=C2)CN2C[C@H](CC2)O)NC(=S)NC(CC2=CC=CC=C2)=O ((S)—N-(3-fluoro-4-(2-(4-((3-hydroxypyrrolidin-1-yl)methyl)phenyl)thieno[3,2-b]pyridin-7-yloxy)phenylcarbamothioyl)-2-phenylacetamide). The yield is 8.7%. As a reaction SMILES: [Si]([O:8][C@H:9]1[CH2:13][CH2:12][N:11]([CH2:14][C:15]2[CH:20]=[CH:19][C:18]([C:21]3[S:29][C:28]4[C:23](=[N:24][CH:25]=[CH:26][C:27]=4[O:30][C:31]4[CH:36]=[CH:35][C:34]([NH:37][C:38]([NH:40][C:41](=[O:49])[CH2:42][C:43]5[CH:48]=[CH:47][CH:46]=[CH:45][CH:44]=5)=[S:39])=[CH:33][C:32]=4[F:50])[CH:22]=3)=[CH:17][CH:16]=2)[CH2:10]1)(C(C)(C)C)(C)C>CC#N.CO.Cl>[F:50][C:32]1[CH:33]=[C:34]([NH:37][C:38]([NH:40][C:41](=[O:49])[CH2:42][C:43]2[CH:44]=[CH:45][CH:46]=[CH:47][CH:48]=2)=[S:39])[CH:35]=[CH:36][C:31]=1[O:30][C:27]1[CH:26]=[CH:25][N:24]=[C:23]2[CH:22]=[C:21]([C:18]3[CH:17]=[CH:16][C:15]([CH2:14][N:11]4[CH2:12][CH2:13][C@H:9]([OH:8])[CH2:10]4)=[CH:20][CH:19]=3)[S:29][C:28]=12 |f:1.2|. Reported procedure: To a solution of 103 (34 mg, 0.047 mmol) in CH3CN/MeOH (0.5 mL/2.0 mL), concentrated HCl (8 drops) was added and the reaction was allowed to stir 2 h. The solvents were removed under reduced pressure and the resultant solid was triturated with diethyl ether followed by purification by Gilson HPLC preparative system, column Aquasil C18 (25% MeOH in water to 100% MeOH), to afford title compound 104 (2.5 mg, 9% yield), as a white solid. 1H NMR (DMSO) δ (ppm): 11.82 (1H, s), 8.51 (1H, d, J=5.28 Hz),... Starting materials: [C+4], CO, CCOC(C)=O, O=[N+]([O-])c1ccc2c(-c3cccc(F)c3)n[nH]c2c1, [OH-], [OH-], [OH-], [OH-], [OH-], [OH-], [Pd+2]. Yields the product Nc1ccc2c(-c3cccc(F)c3)n[nH]c2c1. RXN SMILES: [C+4:28].[CH3:20][OH:21].[CH3:22][CH2:23][O:24][C:25](=[O:26])[CH3:27].[F:1][c:2]1[cH:3][c:4](-[c:8]2[n:9][nH:10][c:11]3[cH:12][c:13]([N+:17]([O-:18])=[O:19])[cH:14][cH:15][c:16]23)[cH:5][cH:6][cH:7]1.[OH-:29].[OH-:31].[OH-:32].[OH-:33].[OH-:34].[OH-:35].[Pd+2:30]>>[F:1][c:2]1[cH:3][c:4](-[c:8]2[n:9][nH:10][c:11]3[cH:12][c:13]([NH2:17])[cH:14][cH:15][c:16]23)[cH:5][cH:6][cH:7]1. The reactants are C(=O)([O-])[O-].[Cs+].[Cs+] (Cs2CO3), COC1=CC=C(C=C1)CCl (PMBCl), NC1=NN=NN1 (5-amino-1H-tetrazole). Solvent: CCOC(=O)C (EtOAc), CN(C)C=O (DMF). Reaction conditions: temperature 60 celsius, time 3 hour. Product: COC1=CC=C(CN2N=NN=C2N)C=C1 (1-(4-methoxy-benzyl)-1H-tetrazol-5-ylamine). The yield is 17.3%. Reaction SMILES: [NH2:1][C:2]1[NH:6][N:5]=[N:4][N:3]=1.C([O-])([O-])=O.[Cs+].[Cs+].[CH3:13][O:14][C:15]1[CH:20]=[CH:19][C:18]([CH2:21]Cl)=[CH:17][CH:16]=1>CN(C=O)C.CCOC(C)=O>[CH3:13][O:14][C:15]1[CH:20]=[CH:19][C:18]([CH2:21][N:3]2[C:2]([NH2:1])=[N:6][N:5]=[N:4]2)=[CH:17][CH:16]=1 |f:1.2.3|. Reported procedure: To a suspension of 5-amino-1H-tetrazole (1.50 g, 17.6 mmol) in DMF (30 mL) were added Cs2CO3 (8.62 g, 26.4 mmol) and PMBCl (2.90 g, 18.5 mmol). After stirred at 60° C. for 3 hours, the reaction mixture was cooled to room temperature and diluted with EtOAc. The mixture was washed with H2O and brine, dried over Na2SO4, and concentrated under reduced pressure. The residue was diluted with DCM and the resulted precipitate was collected by filtration to give 1-(4-methoxy-benzyl)-1H-tetrazol-5-ylamine... Reactants: BrCCOCCOC (1-bromo-2-(2-methoxyethoxy)ethane), ClC=1C=C(C=CC1C(C(C(F)(F)F)(C1=NC=C(N=C1)C)O)C)O (3-Chloro-4-[3,3,3-trifluoro-2-hydroxy-1-methyl-2-(5-methyl-pyrazin-2-yl)-propyl]-phenol). Yields the product ClC1=C(C=CC(=C1)OCCOCCOC)C(C(C(F)(F)F)(O)C1=NC=C(N=C1)C)C (3-{2-Chloro-4-[2-(2-methoxy-ethoxy)-ethoxy]-phenyl}-1,1,1-trifluoro-2-(5-methyl-pyrazin-2-yl)-butan-2-ol). As a reaction SMILES: Br[CH2:2][CH2:3][O:4][CH2:5][CH2:6][O:7][CH3:8].[Cl:9][C:10]1[CH:11]=[C:12]([OH:31])[CH:13]=[CH:14][C:15]=1[CH:16]([CH3:30])[C:17]([OH:29])([C:22]1[CH:27]=[N:26][C:25]([CH3:28])=[CH:24][N:23]=1)[C:18]([F:21])([F:20])[F:19]>>[Cl:9][C:10]1[CH:11]=[C:12]([O:31][CH2:2][CH2:3][O:4][CH2:5][CH2:6][O:7][CH3:8])[CH:13]=[CH:14][C:15]=1[CH:16]([CH3:30])[C:17]([C:22]1[CH:27]=[N:26][C:25]([CH3:28])=[CH:24][N:23]=1)([OH:29])[C:18]([F:21])([F:19])[F:20]. Reported procedure: The title compound was prepared in analogy to Example 74 from 1-bromo-2-(2-methoxyethoxy)ethane and 3-chloro-4-[3,3,3-trifluoro-2-hydroxy-1-methyl-2-(5-methyl-pyrazin-2-yl)-propyl]-phenol (Example 72). MS (m/e)=449.0 (MH+). Starting materials: C([O-])([O-])=O.[K+].[K+] (potassium carbonate), CS(=O)(=O)OC1CCN(CC1)S(=O)(=O)C (1-(methylsulfonyl)piperidin-4-yl methanesulfonate), [I-].[Na+] (sodium iodide), aqueous solution, C(CC(O)(C(=O)O)CC(=O)O)(=O)O (citric acid), C([O-])([O-])=O.[K+].[K+] (Potassium carbonate), CS(=O)(=O)OC1CCN(CC1)S(=O)(=O)C (1-(methylsulfonyl)piperidin-4-yl methanesulfonate), OC1=C(C(=O)OC)C=CC(=C1)O (methyl 2,4-dihydroxybenzoate). Solvent: C(C)(=O)OCC (ethyl acetate), CN(C(C)=O)C (N,N-dimethylacetamide). Reaction conditions: temperature 90 celsius, time 1 hour. The product is OC1=C(C(=O)OC)C=CC(=C1)OC1CCN(CC1)S(=O)(=O)C (methyl 2-hydroxy-4-((1-(methylsulfonyl)piperidin-4-yl)oxy)benzoate). The yield is 38.8%. Reaction SMILES: C(=O)([O-])[O-].[K+].[K+].CS([O:11][CH:12]1[CH2:17][CH2:16][N:15]([S:18]([CH3:21])(=[O:20])=[O:19])[CH2:14][CH2:13]1)(=O)=O.[OH:22][C:23]1[CH:32]=[C:31](O)[CH:30]=[CH:29][C:24]=1[C:25]([O:27][CH3:28])=[O:26].[I-].[Na+].C(O)(=O)CC(CC(O)=O)(C(O)=O)O>C(OCC)(=O)C.CN(C)C(=O)C>[OH:22][C:23]1[CH:32]=[C:31]([O:11][CH:12]2[CH2:17][CH2:16][N:15]([S:18]([CH3:21])(=[O:20])=[O:19])[CH2:14][CH2:13]2)[CH:30]=[CH:29][C:24]=1[C:25]([O:27][CH3:28])=[O:26] |f:0.1.2,5.6|. Procedure details: Potassium carbonate (0.31 g) and 1-(methylsulfonyl)piperidin-4-yl methanesulfonate (0.46 g) were added to an N,N-dimethylacetamide (5 mL) solution of methyl 2,4-dihydroxybenzoate (0.25 g), followed by stirring at 90° C. for 1 hour. The reaction mixture was cooled to room temperature, and then sodium iodide (0.045 g) was added thereto, followed by stirring at 90° C. for 1 hour. The reaction mixture was cooled to room temperature, and then potassium carbonate (0.10 g) and 1-(methylsulfonyl)piperid... Reactants: BrC=1C(=CC(=C(C(=O)NC2CC2)C1)F)C (5-Bromo-N-cyclopropyl-2-fluoro-4-methylbenzamide), BrC=1C(=CC(=C(C(=O)NC2CC2)C1)F)C (5-Bromo-N-cyclopropyl-2-fluoro-4-methylbenzamide), C1(CC1)CNC(C1=CC=C(C=C1)B1OC(C(O1)(C)C)(C)C)=O (N-cyclopropylmethyl-4-(4,4,5,5-tetramethyl-[1,3,2]dioxaborolan-2-yl)benzamide), C(O)([O-])=O.[Na+] (sodiumhydrogen carbonate). The reagents and catalysts are C=1C=CC(=CC1)[P](C=2C=CC=CC2)(C=3C=CC=CC3)[Pd]([P](C=4C=CC=CC4)(C=5C=CC=CC5)C=6C=CC=CC6)([P](C=7C=CC=CC7)(C=8C=CC=CC8)C=9C=CC=CC9)[P](C=1C=CC=CC1)(C=1C=CC=CC1)C=1C=CC=CC1 (tetrakis(triphenylphosphine)palladium). Solvent: CC(C)O (propan-2-ol). Reaction conditions: temperature 90 celsius. Product: C1(CC1)NC(=O)C=1C=C(C(=CC1F)C)C1=CC=C(C=C1)C(=O)NCC1CC1 (N3-cyclopropyl-N4′-(cyclopropylmethyl)-4-fluoro-6-methyl-1,1′-biphenyl-3,4′-dicarboxamide). As a reaction SMILES: Br[C:2]1[C:3]([CH3:15])=[CH:4][C:5]([F:14])=[C:6]([CH:13]=1)[C:7]([NH:9][CH:10]1[CH2:12][CH2:11]1)=[O:8].[CH:16]1([CH2:19][NH:20][C:21](=[O:37])[C:22]2[CH:27]=[CH:26][C:25](B3OC(C)(C)C(C)(C)O3)=[CH:24][CH:23]=2)[CH2:18][CH2:17]1.C(=O)([O-])O.[Na+]>CC(O)C.C1C=CC([P]([Pd]([P](C2C=CC=CC=2)(C2C=CC=CC=2)C2C=CC=CC=2)([P](C2C=CC=CC=2)(C2C=CC=CC=2)C2C=CC=CC=2)[P](C2C=CC=CC=2)(C2C=CC=CC=2)C2C=CC=CC=2)(C2C=CC=CC=2)C2C=CC=CC=2)=CC=1>[CH:10]1([NH:9][C:7]([C:6]2[CH:13]=[C:2]([C:25]3[CH:26]=[CH:27][C:22]([C:21]([NH:20][CH2:19][CH:16]4[CH2:18][CH2:17]4)=[O:37])=[CH:23][CH:24]=3)[C:3]([CH3:15])=[CH:4][C:5]=2[F:14])=[O:8])[CH2:12][CH2:11]1 |f:2.3,^1:50,52,71,90|. Procedure: 5-Bromo-N-cyclopropyl-2-fluoro-4-methylbenzamide (Intermediate 22, 30 mg), N-cyclopropylmethyl-4-(4,4,5,5-tetramethyl-[1,3,2]dioxaborolan-2-yl)benzamide (28 mg), tetrakis(triphenylphosphine)palladium (1 mg) and aqueous sodiumhydrogen carbonate (1M, 0.5 ml) were mixed in propan-2-ol (2 ml) and heated at 90° C. under nitrogen for 24 hrs. The reaction was absorbed onto silica and applied to a SPE (Si, 5 g) and eluted with an ethyl acetate/cyclohexane gradient (0–100% ethyl acetate). The product fra... Starting materials: CC1(CNCCC1)C (3,3-dimethylpiperidine), ClCCCOC1=CC=C(C=C1)I (1-[(3-chloropropyl)oxy]-4-iodobenzene), C(C)#N (acetonitrile), C([O-])([O-])=O.[K+].[K+] (potassium carbonate). As a reaction SMILES: Cl[CH2:2][CH2:3][CH2:4][O:5][C:6]1[CH:11]=[CH:10][C:9]([I:12])=[CH:8][CH:7]=1.C(#N)C.C(=O)([O-])[O-].[K+].[K+].[CH3:22][C:23]1([CH3:29])[CH2:28][CH2:27][CH2:26][NH:25][CH2:24]1>[I-].[K+].CCCCCCC>[I:12][C:9]1[CH:10]=[CH:11][C:6]([O:5][CH2:4][CH2:3][CH2:2][N:25]2[CH2:26][CH2:27][CH2:28][C:23]([CH3:29])([CH3:22])[CH2:24]2)=[CH:7][CH:8]=1 |f:2.3.4,6.7|. Reaction conditions: temperature 30 celsius, time 5 minute. Solvent: CCCCCCC (n-heptane). Procedure: A mixture of 1-[(3-chloropropyl)oxy]-4-iodobenzene (100 g) and acetonitrile (600 ml) is stirred for about 5 min at 25-35° C., then potassium carbonate (93.07 g) followed by 3,3-dimethylpiperidine (49.53 g) are added over about 10 min. Potassium iodide (2.24 g) is added, then the mixture is stirred for about 15 min, before being heated to 78-82° C. for 22-24 h. The reaction mixture is cooled to 25-35° C., and the solid residue is filtered and washed with acetonitrile (200 ml). The filtrate and wa... The reagents and catalysts are [I-].[K+] (Potassium iodide). The product is IC1=CC=C(C=C1)OCCCN1CC(CCC1)(C)C (1-{3-[(4-Iodophenyl)oxy]propyl}-3,3-dimethylpiperidine). Yield: 77.1%.